This data is from the Open Reaction Database (ORD), a public repository of structured organic reaction records. The task is: describe an organic reaction: reactants, conditions, products, and yield Reactants: COc1ccc(O)cc1, C#CC(C)(C)O, Cc1cc(C#N)nc2cc3c(cc12)OC(C)(C)C=C3, CC#N, [Cl-], Cl[Cu], O=C(OC(=O)C(F)(F)F)C(F)(F)F, C1=CN2CCCNC2CCC1, [NH4+]. Product: C#CC(C)(C)Oc1ccc(OC)cc1. As a reaction SMILES: [CH3:1][O:2][c:3]1[cH:4][cH:5][c:6]([OH:9])[cH:7][cH:8]1.[CH3:21][C:22]([CH3:23])([C:24]#[CH:25])[OH:26].[CH3:40][C:41]1([CH3:42])[O:43][c:44]2[cH:45][c:46]3[c:47]([CH3:48])[cH:49][c:50]([C:51]#[N:52])[n:53][c:54]3[cH:55][c:56]2[CH:57]=[CH:58]1.[CH3:61][C:62]#[N:63].[Cl-:59].[Cl:64][Cu:65].[F:27][C:28]([F:29])([F:30])[C:31]([O:32][C:33](=[O:34])[C:35]([F:36])([F:37])[F:38])=[O:39].[N:10]12[CH2:11][CH2:12][CH2:13][NH:14][CH:15]1[CH2:16][CH2:17][CH2:18][CH:19]=[CH:20]2.[NH4+:60]>>[CH3:1][O:2][c:3]1[cH:4][cH:5][c:6]([O:26][C:22]([CH3:21])([CH3:23])[C:24]#[CH:25])[cH:7][cH:8]1. Reactants: C(CC)=O (propionaldehyde), C(CCCC)NC=1C=C(C=CC1)C1=CC=C(C=C1)C(F)(F)F (N-Pentyl-N-[4′-(trifluoromethyl)-1,1′-biphenyl-3-yl]amine). Product: C(CC)NC=1C=C(C=CC1)C1=CC=C(C=C1)C(F)(F)F (N-Propyl-N-[4′-(trifluoromethyl)-1,1′-biphenyl-3-yl]amine). As a reaction SMILES: C(=O)CC.[CH2:5]([NH:10][C:11]1[CH:12]=[C:13]([C:17]2[CH:22]=[CH:21][C:20]([C:23]([F:26])([F:25])[F:24])=[CH:19][CH:18]=2)[CH:14]=[CH:15][CH:16]=1)[CH2:6][CH2:7]CC>>[CH2:5]([NH:10][C:11]1[CH:12]=[C:13]([C:17]2[CH:22]=[CH:21][C:20]([C:23]([F:24])([F:25])[F:26])=[CH:19][CH:18]=2)[CH:14]=[CH:15][CH:16]=1)[CH2:6][CH3:7]. Procedure details: Prepared using propionaldehyde (91 μl, 1.26 mmol) and the synthetic procedure described for Intermediate 19. Purification by Biotage™ chromatography (40 g Silica column), eluted with 1:50 EtOAc:cyclohexane afforded the title compound as a white crystalline solid (0.22 g). The reactants are O=[Cr](=O)([O-])O[Cr](=O)(=O)[O-], CN(C)C=O, O, O=C1CCCC(C(C=Cc2ccccc2)S(=O)(=O)CCCO)O1, c1cc[nH+]cc1, c1cc[nH+]cc1. The product is O=C(O)CCS(=O)(=O)C(C=Cc1ccccc1)C1CCCC(=O)O1. RXN SMILES: [Cr:24](=[O:25])([O:26][Cr:27]([O-:28])(=[O:29])=[O:30])([O-:31])=[O:32].[O:45]=[CH:46][N:47]([CH3:48])[CH3:49].[OH2:50].[OH:1][CH2:2][CH2:3][CH2:4][S:5](=[O:6])(=[O:7])[CH:8]([CH:9]=[CH:10][c:11]1[cH:12][cH:13][cH:14][cH:15][cH:16]1)[CH:17]1[CH2:18][CH2:19][CH2:20][C:21](=[O:23])[O:22]1.[nH+:33]1[cH:34][cH:35][cH:36][cH:37][cH:38]1.[nH+:39]1[cH:40][cH:41][cH:42][cH:43][cH:44]1>>[O:1]=[C:2]([CH2:3][CH2:4][S:5](=[O:6])(=[O:7])[CH:8]([CH:9]=[CH:10][c:11]1[cH:12][cH:13][cH:14][cH:15][cH:16]1)[CH:17]1[CH2:18][CH2:19][CH2:20][C:21](=[O:23])[O:22]1)[OH:25]. Reactants: COC(=O)C(CCBr)Oc1ccc([N+](=O)[O-])c(F)c1, CC(C)(C)[O-], [K+], C1CCOC1. Yields the product COC(=O)C1(Oc2ccc([N+](=O)[O-])c(F)c2)CC1. RXN SMILES: [CH3:1][O:2][C:3]([CH:4]([CH2:5][CH2:6][Br:7])[O:8][c:9]1[cH:10][c:11]([F:18])[c:12]([N+:15](=[O:16])[O-:17])[cH:13][cH:14]1)=[O:19].[CH3:20][C:21]([CH3:22])([O-:23])[CH3:24].[K+:25].[O:26]1[CH2:27][CH2:28][CH2:29][CH2:30]1>>[CH3:1][O:2][C:3]([C:4]1([O:8][c:9]2[cH:10][c:11]([F:18])[c:12]([N+:15](=[O:16])[O-:17])[cH:13][cH:14]2)[CH2:5][CH2:6]1)=[O:19]. The reactants are [BH3-]C#N, CCOC1(O[Si](C)(C)C)CC1, CC(=O)O, CO, [Na+], c1ccc2c(Nc3ccc(N4CCNCC4)cc3)c3ccccc3nc2c1. Product: c1ccc2c(Nc3ccc(N4CCN(C5CC5)CC4)cc3)c3ccccc3nc2c1. As a reaction SMILES: [C:43]([BH3-:44])#[N:45].[CH2:32]([O:33][C:35]1([O:34][Si:38]([CH3:39])([CH3:40])[CH3:41])[CH2:36][CH2:37]1)[CH3:42].[CH3:28][C:29](=[O:30])[OH:31].[CH3:47][OH:48].[Na+:46].[cH:1]1[cH:2][cH:3][cH:4][c:5]2[n:6][c:7]3[cH:8][cH:9][cH:10][cH:11][c:12]3[c:13]([NH:15][c:16]3[cH:17][cH:18][c:19]([N:22]4[CH2:23][CH2:24][NH:25][CH2:26][CH2:27]4)[cH:20][cH:21]3)[c:14]12>>[cH:1]1[cH:2][cH:3][cH:4][c:5]2[n:6][c:7]3[cH:8][cH:9][cH:10][cH:11][c:12]3[c:13]([NH:15][c:16]3[cH:17][cH:18][c:19]([N:22]4[CH2:23][CH2:24][N:25]([CH:35]5[CH2:36][CH2:37]5)[CH2:26][CH2:27]4)[cH:20][cH:21]3)[c:14]12. Starting materials: Cl.N1C(CC2=CC=CC=C12)C(=O)O (indoline-2-carboxylic acid hydrochloride), C(Cl)Cl (methylene chloride), C(C1=CC=CC=C1)(=O)SCC(C(=O)Cl)C (3-benzoylthio-2-methylpropanoyl chloride). The solvent is C(C)N(CC)CC (triethylamine). Conditions: time 2 hour. Yields the product C(C1=CC=CC=C1)(=O)SCC(C(=O)N1C(CC2=CC=CC=C12)C(=O)O)C (1-(3-benzoylthio-2-methylpropanoyl)-indoline-2-carboxylic acid). Reaction SMILES: Cl.[NH:2]1[C:10]2[C:5](=[CH:6][CH:7]=[CH:8][CH:9]=2)[CH2:4][CH:3]1[C:11]([OH:13])=[O:12].C(Cl)Cl.[C:17]([S:25][CH2:26][CH:27]([CH3:31])[C:28](Cl)=[O:29])(=[O:24])[C:18]1[CH:23]=[CH:22][CH:21]=[CH:20][CH:19]=1>C(N(CC)CC)C>[C:17]([S:25][CH2:26][CH:27]([CH3:31])[C:28]([N:2]1[C:10]2[C:5](=[CH:6][CH:7]=[CH:8][CH:9]=2)[CH2:4][CH:3]1[C:11]([OH:13])=[O:12])=[O:29])(=[O:24])[C:18]1[CH:23]=[CH:22][CH:21]=[CH:20][CH:19]=1 |f:0.1|. Procedure: To the mixture of 5.0 g of indoline-2-carboxylic acid hydrochloride and 50 ml of methylene chloride are added 7.9 g of triethylamine, and after 5 minutes 6.1 g of 3-benzoylthio-2-methylpropanoyl chloride during 3 minutes. After stirring the mixture at room temperature for 2 hours, it is extracted thrice with 50 ml of saturated aqueous sodium bicarbonate. The combined aqueous solutions are adjusted to pH=1 with 4N hydrochloric acid and reextracted thrice with 50 ml of methylene chloride. The comb... The reactants are C(C)(=O)NCCN1C(=CC=C1C)C (1-(2-acetylaminoethyl)-2,5-dimethylpyrrole), C(C)(=O)OC(C)=O (acetic anhydride), COCCOC (ethylene glycol dimethyl ether). Reagents/catalysts: [Cl-].[Zn+2].[Cl-] (zinc chloride). The solvent is CCOCC (ether), CCOCC (ether). Conditions: time 1 hour. The product is C(C)(=O)C1=C(N(C(=C1)C)CCNC(C)=O)C (3-Acetyl-1-(2-acetylaminoethyl)-2,5-dimethylpyrrole). As a reaction SMILES: [C:1]([NH:4][CH2:5][CH2:6][N:7]1[C:11]([CH3:12])=[CH:10][CH:9]=[C:8]1[CH3:13])(=[O:3])[CH3:2].[C:14](OC(=O)C)(=[O:16])[CH3:15].COCCOC>CCOCC.[Cl-].[Zn+2].[Cl-]>[C:14]([C:10]1[CH:9]=[C:8]([CH3:13])[N:7]([CH2:6][CH2:5][NH:4][C:1](=[O:3])[CH3:2])[C:11]=1[CH3:12])(=[O:16])[CH3:15] |f:4.5.6|. Procedure: 13.7 g (0.1 mol) of anhydrous zinc chloride are dissolved in 100 ml of ether and the solution is added to 18.0 g (0.1 mol) of 1-(2-acetylaminoethyl)-2,5-dimethylpyrrole and 9.5 ml (0.1 mol) of acetic anhydride in 50 ml of ether. After 1 hour at room temperature, 50 ml of ethylene glycol dimethyl ether are added and stirring is continued for 20 hours. After the hydrolysis, the organic phase is concentrated, the residue is chromatographed and the product is recrystallized from ethyl acetate. The product is COC(=O)C=1NN=C(C1)[N+](=O)[O-] (5-nitro-2H-pyrazole-3-carboxylic acid methyl ester). Reported procedure: To 5-nitro-2H-pyrazole-3-carboxylic acid (524, 10.0 g, 0.0637 mol) in methanol (100.0 mL) was added concentrated sulfuric acid (1.00 mL, 0.0180 mol). The reaction was stirred at room temperature overnight. The reaction was poured into aqueous potassium carbonate and extracted with ethyl acetate. The organic layer was dried over anhydrous sodium sulfate and filtered. The filtrate was concentrated and purified by silica gel column chromatography eluting with 20% ethyl acetate in hexane to give a w... The reactants are [N+](=O)([O-])C=1C=C(NN1)C(=O)O (5-nitro-2H-pyrazole-3-carboxylic acid), S(O)(O)(=O)=O (sulfuric acid), C([O-])([O-])=O.[K+].[K+] (potassium carbonate). Solvent: CO (methanol). As a reaction SMILES: [N+:1]([C:4]1[CH:5]=[C:6]([C:9]([OH:11])=[O:10])[NH:7][N:8]=1)([O-:3])=[O:2].S(=O)(=O)(O)O.[C:17](=O)([O-])[O-].[K+].[K+]>CO>[CH3:17][O:10][C:9]([C:6]1[NH:7][N:8]=[C:4]([N+:1]([O-:3])=[O:2])[CH:5]=1)=[O:11] |f:2.3.4|. Conditions: time 8 hour. The reactants are FC1=CC=C(C=C1)C1=NC(=NC(=C1)N1[C@@H](CNCC1)C)N1[C@@H](CCC1)C (4-(4-fluoro-phenyl)-6-(2-(R)-methyl-piperazin-1-yl)-2-(2-(R)-methyl-pyrrolidin-1-yl)-pyrimidine), BrC1=NC=C(C=C1C)Br (2,5-dibromo-3-methyl-pyridine), CCN(C(C)C)C(C)C (DIEA). Run in CC(=O)N(C)C (DMA), O (water). The product is BrC=1C=C(C(=NC1)N1C[C@H](N(CC1)C1=NC(=NC(=C1)C1=CC=C(C=C1)F)N1[C@@H](CCC1)C)C)C (4-[4-(5-bromo-3-methyl-pyridin-2-yl)-2-(R)-methyl-piperazin-1-yl]-6-(4-fluoro-phenyl)-2-(2-(R)-methyl-pyrrolidin-1-yl)-pyrimidine). Reaction SMILES: [F:1][C:2]1[CH:7]=[CH:6][C:5]([C:8]2[CH:13]=[C:12]([N:14]3[CH2:19][CH2:18][NH:17][CH2:16][C@H:15]3[CH3:20])[N:11]=[C:10]([N:21]3[CH2:25][CH2:24][CH2:23][C@H:22]3[CH3:26])[N:9]=2)=[CH:4][CH:3]=1.Br[C:28]1[C:33]([CH3:34])=[CH:32][C:31]([Br:35])=[CH:30][N:29]=1.CCN(C(C)C)C(C)C>CC(N(C)C)=O.O>[Br:35][C:31]1[CH:32]=[C:33]([CH3:34])[C:28]([N:17]2[CH2:18][CH2:19][N:14]([C:12]3[CH:13]=[C:8]([C:5]4[CH:4]=[CH:3][C:2]([F:1])=[CH:7][CH:6]=4)[N:9]=[C:10]([N:21]4[CH2:25][CH2:24][CH2:23][C@H:22]4[CH3:26])[N:11]=3)[C@H:15]([CH3:20])[CH2:16]2)=[N:29][CH:30]=1. Procedure: Heat a mixture of 4-(4-fluoro-phenyl)-6-(2-(R)-methyl-piperazin-1-yl)-2-(2-(R)-methyl-pyrrolidin-1-yl)-pyrimidine (400 mg, 1.13 mmol), 2,5-dibromo-3-methyl-pyridine (367 mg, 1.46 mmol), and DIEA (218 mg, 1.69 mmol) in DMA at 135° C. for 96 h. Dilute with water, extract with EtOAc, and wash with brine. Dry the organic layer (Na2SO4) and concentrate under reduced pressure. Purify the residue by flash column chromatography eluting with EtOAc-Hexanes (1:10) to afford the title compound as a white so... Starting materials: COCCOC, Cc1ccc(-c2nc(N)nc(S(C)=O)c2C#N)o1, NCCNc1ccccc1. Yields the product Cc1ccc(-c2nc(N)nc(NCCNc3ccccc3)c2C#N)o1. Reaction SMILES: [CH3:29][O:30][CH2:31][CH2:32][O:33][CH3:34].[NH2:1][c:2]1[n:3][c:4](-[c:13]2[o:14][c:15]([CH3:18])[cH:16][cH:17]2)[c:5]([C:11]#[N:12])[c:6]([S:8]([CH3:9])=[O:10])[n:7]1.[c:19]1([NH:25][CH2:26][CH2:27][NH2:28])[cH:20][cH:21][cH:22][cH:23][cH:24]1>>[NH2:1][c:2]1[n:3][c:4](-[c:13]2[o:14][c:15]([CH3:18])[cH:16][cH:17]2)[c:5]([C:11]#[N:12])[c:6]([NH:28][CH2:27][CH2:26][NH:25][c:19]2[cH:20][cH:21][cH:22][cH:23][cH:24]2)[n:7]1.